Task: describe an organic reaction: reactants, conditions, products, and yield. Dataset: the Open Reaction Database (ORD), a public repository of structured organic reaction records Reaction SMILES: [CH3:1][C:2]12[C:3](=[O:21])[CH2:4][CH2:5][CH:6]1[CH:7]1[CH2:8][CH2:9][C:10]3=[CH:11][C:12](=[O:20])[CH2:13][CH2:14][C:15]3([CH3:16])[CH:17]1[CH2:18][CH2:19]2.[CH3:22][Al:23]([CH3:24])[CH3:25].[CH3:33][c:34]1[cH:35][cH:36][cH:37][cH:38][cH:39]1.[Cu:40][Br:41].[O:27]1[CH2:28][CH2:29][O:30][CH2:31][CH2:32]1.[OH2:26]>>[CH3:1][C:2]12[C:3](=[O:21])[CH2:4][CH2:5][CH:6]1[CH:7]1[CH2:8][CH2:9][C:10]3([CH3:22])[CH2:11][C:12](=[O:20])[CH2:13][CH2:14][C:15]3([CH3:16])[CH:17]1[CH2:18][CH2:19]2. Starting materials: CC12CCC3C(CCC4=CC(=O)CCC43C)C1CCC2=O, C[Al](C)C, Cc1ccccc1, [Cu]Br, C1COCCO1, O. The product is CC12CCC3C(CCC4(C)CC(=O)CCC34C)C1CCC2=O. Starting materials: ClC1=NC=CC(=N1)C(C)F (2-Chloro-4-(1-fluoroethyl)pyrimidine), C1(=CC=CC=C1)P(C1=CC=CC=2C(C3=CC=CC(=C3OC12)P(C1=CC=CC=C1)C1=CC=CC=C1)(C)C)C1=CC=CC=C1 (4,5-bis(diphenylphosphino)-9,9-dimethylxanthene), C([O-])([O-])=O.[Cs+].[Cs+] (cesium carbonate), CC=1C=C(N)C=C(C1)C=1C=NN(C1)CC(=C)C (3-methyl-5-(1-(2-methylallyl)-1H-pyrazol-4-yl)aniline). Reagents/catalysts: C(C)(=O)[O-].[Pd+2].C(C)(=O)[O-] (Palladium(II) acetate). Run in O1CCOCC1 (dioxane). Conditions: temperature 110 celsius, time 18 hour. Product: FC(C)C1=NC(=NC=C1)NC1=CC(=CC(=C1)C=1C=NN(C1)CC(=C)C)C (4-(1-fluoroethyl)-N-(3-methyl-5-(1-(2-methylallyl)-1H-pyrazol-4-yl)phenyl)pyrimidin-2-amine). RXN SMILES: Cl[C:2]1[N:7]=[C:6]([CH:8]([F:10])[CH3:9])[CH:5]=[CH:4][N:3]=1.C1(P(C2C=CC=CC=2)C2C3OC4C(=CC=CC=4P(C4C=CC=CC=4)C4C=CC=CC=4)C(C)(C)C=3C=CC=2)C=CC=CC=1.C(=O)([O-])[O-].[Cs+].[Cs+].[CH3:59][C:60]1[CH:61]=[C:62]([CH:64]=[C:65]([C:67]2[CH:68]=[N:69][N:70]([CH2:72][C:73]([CH3:75])=[CH2:74])[CH:71]=2)[CH:66]=1)[NH2:63]>O1CCOCC1.C([O-])(=O)C.[Pd+2].C([O-])(=O)C>[F:10][CH:8]([C:6]1[CH:5]=[CH:4][N:3]=[C:2]([NH:63][C:62]2[CH:64]=[C:65]([C:67]3[CH:68]=[N:69][N:70]([CH2:72][C:73]([CH3:75])=[CH2:74])[CH:71]=3)[CH:66]=[C:60]([CH3:59])[CH:61]=2)[N:7]=1)[CH3:9] |f:2.3.4,7.8.9|. Reported procedure: 2-Chloro-4-(1-fluoroethyl)pyrimidine (170 mg, 1.06 mmol), Palladium(II) acetate (59.3 mg, 0.26 mmol), 4,5-bis(diphenylphosphino)-9,9-dimethylxanthene (229 mg, 0.40 mmol), and cesium carbonate (860 mg, 2.64 mmol) were added to a solution of 3-methyl-5-(1-(2-methylallyl)-1H-pyrazol-4-yl)aniline (300 mg, 1.32 mmol) in dioxane (2.5 mL). The solution was degassed by sparging with Ar for 5 minutes and stirred at 110° C. for 18 h. The mixture was allowed to cool to room temperature, diluted with EtOAc,... Reactants: ClCCN1CCCCC1, Cl, [K+], [K+], O=C([O-])[O-], CN(C)C=O, O=C1c2ccccc2C(=O)N1c1ccc(O)cc1. Product: O=C1c2ccccc2C(=O)N1c1ccc(OCCN2CCCCC2)cc1. Reaction SMILES: [Cl:20][CH2:21][CH2:22][N:23]1[CH2:24][CH2:25][CH2:26][CH2:27][CH2:28]1.[ClH:19].[K+:29].[K+:30].[O-:31][C:32]([O-:33])=[O:34].[O:35]=[CH:36][N:37]([CH3:38])[CH3:39].[OH:1][c:2]1[cH:3][cH:4][c:5]([N:8]2[C:9](=[O:18])[c:10]3[cH:11][cH:12][cH:13][cH:14][c:15]3[C:16]2=[O:17])[cH:6][cH:7]1>>[O:1]([c:2]1[cH:3][cH:4][c:5]([N:8]2[C:9](=[O:18])[c:10]3[cH:11][cH:12][cH:13][cH:14][c:15]3[C:16]2=[O:17])[cH:6][cH:7]1)[CH2:21][CH2:22][N:23]1[CH2:24][CH2:25][CH2:26][CH2:27][CH2:28]1.